From a dataset of the Open Reaction Database (ORD), a public repository of structured organic reaction records. describe an organic reaction: reactants, conditions, products, and yield Starting materials: O=CCCCCOc1c(Cl)cc(OCC=C(Cl)Cl)cc1Cl, NOCC=C(Cl)Cl, Cl, Cl, c1ccncc1. Product: ClC(Cl)=CCON=CCCCCOc1c(Cl)cc(OCC=C(Cl)Cl)cc1Cl. Reaction SMILES: [Cl:1][c:2]1[c:3]([O:4][CH2:5][CH2:6][CH2:7][CH2:8][CH:9]=[O:10])[c:11]([Cl:21])[cH:12][c:13]([O:15][CH2:16][CH:17]=[C:18]([Cl:19])[Cl:20])[cH:14]1.[Cl:23][C:24](=[CH:25][CH2:26][O:27][NH2:28])[Cl:29].[ClH:22].[ClH:30].[cH:31]1[cH:32][cH:33][n:34][cH:35][cH:36]1>>[Cl:1][c:2]1[c:3]([O:4][CH2:5][CH2:6][CH2:7][CH2:8][CH:9]=[N:28][O:27][CH2:26][CH:25]=[C:24]([Cl:23])[Cl:29])[c:11]([Cl:21])[cH:12][c:13]([O:15][CH2:16][CH:17]=[C:18]([Cl:19])[Cl:20])[cH:14]1.